Dataset: the Open Reaction Database (ORD), a public repository of structured organic reaction records. Task: describe an organic reaction: reactants, conditions, products, and yield Reactants: C=1C=NC(=NC1)NS(=O)(=O)C=2C=CC(=CC2)N (sulfadiazine), ClCC=1NC2=C(N1)C=CC=C2 (2-chloromethylbenzimidazole), C(C)(=O)O (acetic acid). Run in [OH-].[Na+] (NaOH). Yields the product N1C(=NC2=C1C=CC=C2)CNC2=CC=C(C=C2)S(=O)(=O)NC2=NC=CC=N2 (4-[(1H-Benzimidazol-2-ylmethyl)-amino]-N-(pyrimidin-2-yl)-benzenesulfonamide). Yield: 38.0%. As a reaction SMILES: [CH:1]1[CH:2]=[N:3][C:4]([NH:7][S:8]([C:11]2[CH:12]=[CH:13][C:14]([NH2:17])=[CH:15][CH:16]=2)(=[O:10])=[O:9])=[N:5][CH:6]=1.Cl[CH2:19][C:20]1[NH:21][C:22]2[CH:28]=[CH:27][CH:26]=[CH:25][C:23]=2[N:24]=1.C(O)(=O)C>[OH-].[Na+]>[NH:21]1[C:22]2[CH:28]=[CH:27][CH:26]=[CH:25][C:23]=2[N:24]=[C:20]1[CH2:19][NH:17][C:14]1[CH:15]=[CH:16][C:11]([S:8]([NH:7][C:4]2[N:5]=[CH:6][CH:1]=[CH:2][N:3]=2)(=[O:10])=[O:9])=[CH:12][CH:13]=1 |f:3.4|. Procedure details: 628 mg (3.8 mmol) sulfadiazine and 728 mg (3.0 mmol) 2-chloromethylbenzimidazole were dissolved in 10 ml 1 M NaOH. Solution was stirred and refluxed for four hours. Reaction mixture was neutralised with addition of 1 M acetic acid until product precipitated. Crystals were filtered and purified on silica using gradient elution (chloroform to 5% methanol in chloroform) to obtain the title compound as white crystals with 38% yield. 1H NMR (DMSO-d6, 500 MHz): 8.46 (2H, m), 7.70 (2H, m) 7.49 (2H, br,... The reactants are C(C)(C)(C)OC(=O)N1CCC=2C(=NNC2CC1)C1=CC=C(C=C1)Cl (3-(4-chloro-phenyl)-4,5,7,8-tetrahydro-1H-1,2,6-triaza-azulene-6-carboxylic acid tert-butyl ester), ClCCCCC(=O)OC (methyl 5-chlorovalerate), C(C)(C)(C)OC(=O)N1CCC=2C(=NN(C2CC1)CCCCC(=O)OC)C1=CC=C(C=C1)Cl (3-(4-chloro-phenyl)-1-(4-methoxycarbonyl-butyl)-4,5,7,8-tetrahydro-1H-1,2,6-triaza-azulene-6-carboxylic acid tert-butyl ester). Yields the product COC(CCCCN1N=C2CCNCCC2=C1C1=CC=C(C=C1)Cl)=O (5-[3-(4-Chloro-phenyl)-5,6,7,8-tetrahydro-4H-1,2,6-triaza-azulen-2-yl]-pentanoic acid methyl ester). Reaction SMILES: C(OC([N:8]1[CH2:17][CH2:16][C:15]2[NH:14][N:13]=[C:12]([C:18]3[CH:23]=[CH:22][C:21]([Cl:24])=[CH:20][CH:19]=3)[C:11]=2[CH2:10][CH2:9]1)=O)(C)(C)C.Cl[CH2:26][CH2:27][CH2:28][CH2:29][C:30]([O:32][CH3:33])=[O:31].C(OC(N1CCC2N(CCCCC(OC)=O)N=C(C3C=CC(Cl)=CC=3)C=2CC1)=O)(C)(C)C>>[CH3:33][O:32][C:30](=[O:31])[CH2:29][CH2:28][CH2:27][CH2:26][N:13]1[C:12]([C:18]2[CH:19]=[CH:20][C:21]([Cl:24])=[CH:22][CH:23]=2)=[C:11]2[C:15]([CH2:16][CH2:17][NH:8][CH2:9][CH2:10]2)=[N:14]1. Procedure details: The title compound (0.0042 g) was prepared from 3-(4-chloro-phenyl)-4,5,7,8-tetrahydro-1H-1,2,6-triaza-azulene-6-carboxylic acid tert-butyl ester (Example 59, Step C, 0.15 g) using methyl 5-chlorovalerate (0.90 mL) in place of benzyl chloride. The reaction sequence also yielded 3-(4-chloro-phenyl)-1-(4-methoxycarbonyl-butyl)-4,5,7,8-tetrahydro-1H-1,2,6-triaza-azulene-6-carboxylic acid tert-butyl ester in the alkylation step. MS (ESI): exact mass calculated for C19H24ClN3O2, 361.16. found, m/z 36...